Dataset: the Open Reaction Database (ORD), a public repository of structured organic reaction records. Task: describe an organic reaction: reactants, conditions, products, and yield Starting materials: ClC1=C(C(=O)OC)C=CC(=C1C)Cl (methyl 2,4-dichloro-3-methylbenzoate), BrN1C(CCC1=O)=O (N-bromosuccinimide). The reagents and catalysts are N(=NC(C#N)(C)C)C(C#N)(C)C (azobisisobutyronitrile). The solvent is C(Cl)(Cl)(Cl)Cl (carbon tetrachloride). Product: BrCC=1C(=C(C(=O)OC)C=CC1Cl)Cl (methyl 3-bromomethyl-2,4-dichlorobenzoate). Isolated yield 95.4%. RXN SMILES: [Cl:1][C:2]1[C:11]([CH3:12])=[C:10]([Cl:13])[CH:9]=[CH:8][C:3]=1[C:4]([O:6][CH3:7])=[O:5].[Br:14]N1C(=O)CCC1=O>C(Cl)(Cl)(Cl)Cl.N(C(C)(C)C#N)=NC(C)(C)C#N>[Br:14][CH2:12][C:11]1[C:2]([Cl:1])=[C:3]([CH:8]=[CH:9][C:10]=1[Cl:13])[C:4]([O:6][CH3:7])=[O:5]. Procedure details: 1.0 g of azobisisobutyronitrile was added to a solution of 84.0 g (0.38 mol) of methyl 2,4-dichloro-3-methylbenzoate and 67.6 g (0.38 mol) of N-bromosuccinimide in 380 ml of carbon tetrachloride. After heating for 3.5 hours under reflux, the reaction mixture was cooled and the resulting precipitate was filtered off with suction. The filtrate was concentrated under reduced pressure and the resulting residue was triturated with methyl tert-butyl ether. 108.0 g of methyl 3-bromomethyl-2,4-dichlorob... Reactants: COC=1C=C2C(=CC=NC2=CC1)CCC[C@H]1[C@H](CN(CC1)C(=O)OC(C)(C)C)CC(=O)O ((3R,4R)-4-(3-(6-methoxyquinolin-4-yl)propyl]-1-(tert-butyloxycarbonyl)piperidine-3-acetic acid), CO (methanol), S(O)(O)(=O)=O (sulfuric acid). Conditions: temperature 20 celsius, time 2 hour. The product is COC=1C=C2C(=CC=NC2=CC1)CCC[C@H]1[C@H](CNCC1)CC(=O)OC (methyl (3R,4R)-4-[3-(6-methoxyquinolin-4-yl)propyl]piperidine-3-acetate). As a reaction SMILES: [CH3:1][O:2][C:3]1[CH:4]=[C:5]2[C:10](=[CH:11][CH:12]=1)[N:9]=[CH:8][CH:7]=[C:6]2[CH2:13][CH2:14][CH2:15][C@@H:16]1[CH2:21][CH2:20][N:19](C(OC(C)(C)C)=O)[CH2:18][C@@H:17]1[CH2:29][C:30]([OH:32])=[O:31].S(=O)(=O)(O)O.[CH3:38]O>>[CH3:1][O:2][C:3]1[CH:4]=[C:5]2[C:10](=[CH:11][CH:12]=1)[N:9]=[CH:8][CH:7]=[C:6]2[CH2:13][CH2:14][CH2:15][C@@H:16]1[CH2:21][CH2:20][NH:19][CH2:18][C@@H:17]1[CH2:29][C:30]([O:32][CH3:38])=[O:31]. Procedure details: A mixture of 2.8 g of (3R,4R)-4-(3-(6-methoxyquinolin-4-yl)propyl]-1-(tert-butyloxycarbonyl)piperidine-3-acetic acid in 100 cm3 of anhydrous methanol to which had been added 1 cm3 of 95% sulfuric acid was heated with stirring at a temperature in the region of the boiling point for 2 hours. After cooling to a temperature in the region of 20° C., the reaction mass was evaporated under reduced pressure (5 kPa) at a temperature in the region of 40° C. and then 20 cm3 of a saturated aqueous sodium hy... Reactants: ClCCN1N=C2N(CCCC2)C1=O (2-(2-Chloroethyl)-5,6,7,8-tetrahydro-1,2,4-triazolo[4,3-a]-pyridin-3(2H)-one), [I-].[Na+] (sodium iodide), COC1=CC=C(C=C1)C(=C1CCNCC1)C1=CC=C(C=C1)OC (4-[bis(4-methoxyphenyl)methylene]piperidine), C([O-])([O-])=O.[K+].[K+] (potassium carbonate). The solvent is C(C)#N (acetonitrile). The product is O.Cl.COC1=CC=C(C=C1)C(=C1CCN(CC1)CCN1N=C2N(CCCC2)C1=O)C1=CC=C(C=C1)OC (2-[2-[4-[Bis(4-methoxyphenyl)methylene]piperidin-1-yl]ethyl]-5,6,7,8-tetrahydro-1,2,4-triazolo[4,3-a]pyridin-3(2H)-one Hydrochloride Monohydrate). Isolated yield 31.2%. RXN SMILES: [Cl:1][CH2:2][CH2:3][N:4]1[C:12](=[O:13])[N:7]2[CH2:8][CH2:9][CH2:10][CH2:11][C:6]2=[N:5]1.[I-].[Na+].[CH3:16][O:17][C:18]1[CH:23]=[CH:22][C:21]([C:24]([C:31]2[CH:36]=[CH:35][C:34]([O:37][CH3:38])=[CH:33][CH:32]=2)=[C:25]2[CH2:30][CH2:29][NH:28][CH2:27][CH2:26]2)=[CH:20][CH:19]=1.C(=O)([O-])[O-].[K+].[K+]>C(#N)C>[OH2:13].[ClH:1].[CH3:16][O:17][C:18]1[CH:19]=[CH:20][C:21]([C:24]([C:31]2[CH:32]=[CH:33][C:34]([O:37][CH3:38])=[CH:35][CH:36]=2)=[C:25]2[CH2:30][CH2:29][N:28]([CH2:2][CH2:3][N:4]3[C:12](=[O:13])[N:7]4[CH2:8][CH2:9][CH2:10][CH2:11][C:6]4=[N:5]3)[CH2:27][CH2:26]2)=[CH:22][CH:23]=1 |f:1.2,4.5.6,8.9.10|. Procedure details: 2-(2-Chloroethyl)-5,6,7,8-tetrahydro-1,2,4-triazolo[4,3-a]-pyridin-3(2H)-one (2.08 g), 3.1 g of sodium iodide and 100 mλ of acetonitrile were refluxed for 30 minutes, and 3.1 g of 4-[bis(4-methoxyphenyl)methylene]piperidine and 2.8 g of potassium carbonate were added thereto, followed by refluxing for 18 hours. The insoluble material was removed by filtration, and the filtrate was concentrated to dryness under reduced pressure. The residue was dissolved in 100 mλ of chloroform, and the solution ... Starting materials: N[C@H]1[C@H]([C@@H](O[C@@H]1C(=O)O)N1C2=NC=NC(=C2N=C1)NC(C1=CC=CC=C1)=O)O (3-amino-1-(6-benzoylamino-9H-purin-9-yl)-1,3-dideoxy-β-D-ribofuranuronic acid), C1(=CC=CC=C1)CCC(=O)Cl (3-phenylpropionyl chloride). Yields the product C(C1=CC=CC=C1)(=O)NC1=C2N=CN(C2=NC=N1)[C@H]1[C@H](O)[C@@H]([C@H](O1)C(=O)O)NC(CCC1=CC=CC=C1)=O (1-(6-Benzoylamino-9H-purin-9-yl)-3-(3-phenylpropionylamino)-1,3-dideoxy-β-D-ribofuranuronic acid). Isolated yield 145.8%. Reaction SMILES: [NH2:1][C@@H:2]1[C@@H:6]([C:7]([OH:9])=[O:8])[O:5][C@@H:4]([N:10]2[CH:18]=[N:17][C:16]3[C:11]2=[N:12][CH:13]=[N:14][C:15]=3[NH:19][C:20](=[O:27])[C:21]2[CH:26]=[CH:25][CH:24]=[CH:23][CH:22]=2)[C@@H:3]1[OH:28].[C:29]1([CH2:35][CH2:36][C:37](Cl)=[O:38])[CH:34]=[CH:33][CH:32]=[CH:31][CH:30]=1>>[C:20]([NH:19][C:15]1[N:14]=[CH:13][N:12]=[C:11]2[C:16]=1[N:17]=[CH:18][N:10]2[C@@H:4]1[O:5][C@H:6]([C:7]([OH:9])=[O:8])[C@@H:2]([NH:1][C:37](=[O:38])[CH2:36][CH2:35][C:29]2[CH:34]=[CH:33][CH:32]=[CH:31][CH:30]=2)[C@H:3]1[OH:28])(=[O:27])[C:21]1[CH:26]=[CH:25][CH:24]=[CH:23][CH:22]=1. Procedure: 1-(6-Benzoylamino-9H-purin-9-yl)-3-(3-phenylpropionylamino)-1,3-dideoxy-β-D-ribofuranuronic acid (490 mg) was prepared by reacting 1-(6-benzoylamino-9H-purin-9-yl)-1,3-dideoxy-3-amino-β-D-ribofuranuronic acid (250 mg) prepared in Example 1 with 3-phenylpropionyl chloride (132 mg) according to a similar manner to that of Example 17. The reactants are NC1=CC=CC=C1 (aniline), Cl (HCl), cuprous oxide, C(C(=C)C)#N (methacrylonitrile). The solvent is C(C)#N (acetonitrile). Product: ClC(C#N)(CC1=CC=CC=C1)C (2-chloro-2-methyl-3-phenylpropionitrile). Yield: 87.9%. Reaction SMILES: [C:1](#[N:5])[C:2]([CH3:4])=[CH2:3].N[C:7]1[CH:12]=[CH:11][CH:10]=[CH:9][CH:8]=1.[ClH:13]>C(#N)C>[Cl:13][C:2]([CH3:4])([CH2:3][C:7]1[CH:12]=[CH:11][CH:10]=[CH:9][CH:8]=1)[C:1]#[N:5]. Reported procedure: Following the general procedure of Example I, 364 mmols of methacrylonitrile were reacted with 25 mmols of distilled aniline in 30 mL of acetonitrile and in the presence of 38 mmols of concentrated HCl and 2.5 mmols of cuprous oxide. The process resulted in an 87.9% yield of 2-chloro-2-methyl-3-phenylpropionitrile. Reactants: C(C1=CC=CC=C1)(=O)C(C(C(=O)O)C)C (3-benzoyl-2,3-dimethyl-propionic acid), O.NN (hydrazine hydrate). The solvent is C(C)O (ethyl alcohol). The product is CC1C(NN=C(C1C)C1=CC=CC=C1)=O (4,5-dihydro-4,5-dimethyl-6-phenyl-3(2H)-pyridazinone). RXN SMILES: [C:1]([CH:9]([CH3:15])[CH:10]([CH3:14])[C:11](O)=[O:12])(=O)[C:2]1[CH:7]=[CH:6][CH:5]=[CH:4][CH:3]=1.O.[NH2:17][NH2:18]>C(O)C>[CH3:14][CH:10]1[CH:9]([CH3:15])[C:1]([C:2]2[CH:7]=[CH:6][CH:5]=[CH:4][CH:3]=2)=[N:18][NH:17][C:11]1=[O:12] |f:1.2|. Procedure: A 200 g. portion of 3-benzoyl-2,3-dimethyl-propionic acid and 60 g. of hydrazine hydrate are added to one liter of ethyl alcohol and stirred at reflux for 18 hours. The reaction mixture is then cooled in an ice bath and collected in a conventional manner to afford 4,5-dihydro-4,5-dimethyl-6-phenyl-3(2H)-pyridazinone as a cream colored solid. This product is partially dissolved in 600 ml. of glacial acetic acid. To this is added, portionwise, a solution of 50 ml. of bromine in 100 ml. of glacial ...